Dataset: the Open Reaction Database (ORD), a public repository of structured organic reaction records. Task: describe an organic reaction: reactants, conditions, products, and yield The reactants are C(C)O (ethanol), OC1=CC=C(C=C1)C(CC)=O (4'-hydroxypropiophenone), C(C1=CC=CC=C1)C1=CC=NC=C1 (4-benzylpyridine), BrBr (bromine). The solvent is CO (methanol). Run at time 30 minute. Product: CC(C(C=1C=CC(=CC1)O)O)N2CCC(CC2)CC=3C=CC=CC3.Br (ifenprodil hydrobromide). Isolated yield 62.7%. Reaction SMILES: C(O)C.[OH:4][C:5]1[CH:10]=[CH:9][C:8]([C:11](=[O:14])[CH2:12][CH3:13])=[CH:7][CH:6]=1.[Br:15]Br.[CH2:17]([C:24]1[CH:29]=[CH:28][N:27]=[CH:26][CH:25]=1)[C:18]1[CH:23]=[CH:22][CH:21]=[CH:20][CH:19]=1>CO>[CH3:13][CH:12]([N:27]1[CH2:28][CH2:29][CH:24]([CH2:17][C:18]2[CH:19]=[CH:20][CH:21]=[CH:22][CH:23]=2)[CH2:25][CH2:26]1)[CH:11]([OH:14])[C:8]1[CH:9]=[CH:10][C:5]([OH:4])=[CH:6][CH:7]=1.[BrH:15] |f:5.6|. Reported procedure: To 5 ml of ethanol were added 6.0 g of 4'-hydroxypropiophenone. 6.4 Grams of bromine were added dropwise to the mixture with stirring at room temperature. The reaction liquid was stirred for an additional 10 minutes and then nitrogen gas was introduced thereinto at a flow rate of 100 ml/minute for 30 minutes at 60° C. To the reaction liquid were then added 7.5 g of 4-benzylpyridine and 100 ml of methanol, and the mixture was refluxed under heating for 5 hours. The reaction mixture was then treat...